This data is from the Open Reaction Database (ORD), a public repository of structured organic reaction records. The task is: describe an organic reaction: reactants, conditions, products, and yield The reactants are CC(C)(C)OC(=O)NC1=NC(c2cc(N=[N+]=[N-])ccc2F)(C(F)F)COC1, C1CCOC1, CCO, [H][H]. The product is CC(C)(C)OC(=O)NC1=NC(c2cc(N)ccc2F)(C(F)F)COC1. Reaction SMILES: [C:1]([CH3:2])([CH3:3])([CH3:4])[O:5][C:6]([NH:7][C:8]1=[N:13][C:12]([CH:14]([F:15])[F:16])([c:17]2[c:18]([F:26])[cH:19][cH:20][c:21]([N:23]=[N+:24]=[N-:25])[cH:22]2)[CH2:11][O:10][CH2:9]1)=[O:27].[CH2:33]1[O:34][CH2:35][CH2:36][CH2:37]1.[CH3:30][CH2:31][OH:32].[H:28][H:29]>>[C:1]([CH3:2])([CH3:3])([CH3:4])[O:5][C:6]([NH:7][C:8]1=[N:13][C:12]([CH:14]([F:15])[F:16])([c:17]2[c:18]([F:26])[cH:19][cH:20][c:21]([NH2:23])[cH:22]2)[CH2:11][O:10][CH2:9]1)=[O:27].